Dataset: the Open Reaction Database (ORD), a public repository of structured organic reaction records. Task: describe an organic reaction: reactants, conditions, products, and yield Reactants: C(C)(=O)N1C(CC2=C(C(=CC=C12)F)F)=O (1-acetyl-4,5-difluoro-1,3-dihydro-indol-2-one), CN(C)C=O (DMF), [H-].[Na+] (sodium hydride), IC (iodomethane). As a reaction SMILES: C(N1[C:12]2[C:7](=[C:8]([F:14])[C:9]([F:13])=[CH:10][CH:11]=2)[CH2:6]C1=O)(=O)C.[H-].[Na+].I[CH3:19].[CH3:20][N:21]([CH:23]=[O:24])C>>[F:13][C:9]1[C:8]([F:14])=[CH:7][CH:6]=[C:20]2[C:10]=1[C:11]([CH3:12])([CH3:19])[C:23](=[O:24])[NH:21]2 |f:1.2|. Yields the product FC1=C2C(C(NC2=CC=C1F)=O)(C)C (4,5-difluoro-3,3-dimethyl-1,3-dihydro-indol-2-one). Reaction conditions: time 1 hour. Reported procedure: 0.50 g (2.4 mmol) 1-acetyl-4,5-difluoro-1,3-dihydro-indol-2-one were placed in 10 mL DMF under argon. 0.22 g (5.1 mmol) sodium hydride (55%) were added at 0° C. and the reaction mixture was stirred for 1 h. Then 0.32 mL (5.1 mmol) iodomethane were added dropwise. The reaction mixture was stirred overnight at RT, poured onto water and extracted with EtOAc. The organic phase was dried, filtered and concentrated to dryness by rotary evaporation. The residue was purified by HPLC. The product-contain... Starting materials: O=[N+]([O-])c1cccnc1Nc1cccc(Br)c1, CCO, O, O, Cl[Sn]Cl. Yields the product Nc1cccnc1Nc1cccc(Br)c1. Reaction SMILES: [Br:1][c:2]1[cH:3][c:4]([NH:8][c:9]2[n:10][cH:11][cH:12][cH:13][c:14]2[N+:15]([O-:16])=[O:17])[cH:5][cH:6][cH:7]1.[CH3:23][CH2:24][OH:25].[OH2:18].[OH2:19].[Sn:20]([Cl:21])[Cl:22]>>[Br:1][c:2]1[cH:3][c:4]([NH:8][c:9]2[n:10][cH:11][cH:12][cH:13][c:14]2[NH2:15])[cH:5][cH:6][cH:7]1. The reactants are [N+](=O)([O-])C=1C=C(C=CC1)CC(=O)NC1COC1 (2-(3-Nitrophenyl)-N-(oxetan-3-yl)acetamide). The reagents and catalysts are [Pd] (Pd—C). The solvent is CO (methanol). Run at time 5 hour. Product: NC=1C=C(C=CC1)CC(=O)NC1COC1 (2-(3-Aminophenyl)-N-(oxetan-3-yl)acetamide). The yield is 96.5%. RXN SMILES: [N+:1]([C:4]1[CH:5]=[C:6]([CH2:10][C:11]([NH:13][CH:14]2[CH2:17][O:16][CH2:15]2)=[O:12])[CH:7]=[CH:8][CH:9]=1)([O-])=O>CO.[Pd]>[NH2:1][C:4]1[CH:5]=[C:6]([CH2:10][C:11]([NH:13][CH:14]2[CH2:17][O:16][CH2:15]2)=[O:12])[CH:7]=[CH:8][CH:9]=1. Procedure: 2-(3-Nitrophenyl)-N-(oxetan-3-yl)acetamide (0.5 g, 2.11 mmol) was taken in methanol (20 ml) and at 0° C., 10% Pd—C (0.5 g) was added. The reaction mixture was stirred under hydrogen atmosphere at room temperature for 5 hrs. The reaction mixture was filtered through celite and the filtrate was concentrated under vacuum to afford the title product (0.42 gm). Reactants: COc1cc(Br)cc(C=O)c1O, O=C([O-])[O-], C[Si](C)(C)CCOCCl, [K+], [K+], CN(C)C=O. Yields the product COc1cc(Br)cc(C=O)c1OCOCC[Si](C)(C)C. As a reaction SMILES: [Br:1][c:2]1[cH:3][c:4]([O:11][CH3:12])[c:5]([OH:10])[c:6]([CH:7]=[O:8])[cH:9]1.[C:13](=[O:14])([O-:15])[O-:16].[Cl:19][CH2:20][O:21][CH2:22][CH2:23][Si:24]([CH3:25])([CH3:26])[CH3:27].[K+:17].[K+:18].[O:28]=[CH:29][N:30]([CH3:31])[CH3:32]>>[Br:1][c:2]1[cH:3][c:4]([O:11][CH3:12])[c:5]([O:10][CH2:20][O:21][CH2:22][CH2:23][Si:24]([CH3:25])([CH3:26])[CH3:27])[c:6]([CH:7]=[O:8])[cH:9]1. Reactants: CCOC(C)=O, O=S(=O)(Cl)c1cccc2nsnc12, ClCCl, C=Cc1ccc(C(=O)N2CCCCC2)c([NH-])c1, c1ccncc1, O=S(=O)(O)c1cccc2nsnc12. The product is C=Cc1ccc(C(=O)N2CCCCC2)c(NS(=O)(=O)c2cccc3nsnc23)c1. RXN SMILES: [CH3:53][CH2:54][O:55][C:56]([CH3:57])=[O:58].[Cl:31][S:32]([c:33]1[c:34]2[c:35]([n:36][s:37][n:38]2)[cH:39][cH:40][cH:41]1)(=[O:42])=[O:43].[Cl:50][CH2:51][Cl:52].[N:14]1([C:20](=[O:21])[c:22]2[c:23]([NH-:30])[cH:24][c:25]([CH:28]=[CH2:29])[cH:26][cH:27]2)[CH2:15][CH2:16][CH2:17][CH2:18][CH2:19]1.[cH:44]1[cH:45][cH:46][n:47][cH:48][cH:49]1.[n:1]1[c:2]2[c:3]([n:4][s:5]1)[c:6]([S:10](=[O:11])(=[O:12])[OH:13])[cH:7][cH:8][cH:9]2>>[n:1]1[c:2]2[c:3]([n:4][s:5]1)[c:6]([S:10](=[O:12])(=[O:13])[NH:30][c:23]1[c:22]([C:20]([N:14]3[CH2:15][CH2:16][CH2:17][CH2:18][CH2:19]3)=[O:21])[cH:27][cH:26][c:25]([CH:28]=[CH2:29])[cH:24]1)[cH:7][cH:8][cH:9]2. The reactants are COc1cccc(C=Cc2ccc(C(=O)OC(C)(C)C)c(NC(=O)c3ccc(F)cc3)c2)c1, O=C(O)C(F)(F)F. Product: COc1cccc(C=Cc2ccc(C(=O)O)c(NC(=O)c3ccc(F)cc3)c2)c1. Reaction SMILES: [F:1][c:2]1[cH:3][cH:4][c:5]([C:6](=[O:7])[NH:8][c:9]2[c:10]([C:11](=[O:12])[O:13][C:14]([CH3:15])([CH3:16])[CH3:17])[cH:18][cH:19][c:20]([CH:22]=[CH:23][c:24]3[cH:25][c:26]([O:30][CH3:31])[cH:27][cH:28][cH:29]3)[cH:21]2)[cH:32][cH:33]1.[OH:34][C:35]([C:36]([F:37])([F:38])[F:39])=[O:40]>>[F:1][c:2]1[cH:3][cH:4][c:5]([C:6](=[O:7])[NH:8][c:9]2[c:10]([C:11](=[O:12])[OH:13])[cH:18][cH:19][c:20]([CH:22]=[CH:23][c:24]3[cH:25][c:26]([O:30][CH3:31])[cH:27][cH:28][cH:29]3)[cH:21]2)[cH:32][cH:33]1.